Dataset: the Open Reaction Database (ORD), a public repository of structured organic reaction records. Task: describe an organic reaction: reactants, conditions, products, and yield Reactants: C(C)(=O)C1=CC=CC(=N1)C=O (6-acetyl-2-pyridinecarbaldehyde), C(#N)C=P(C1=CC=CC=C1)(C1=CC=CC=C1)C1=CC=CC=C1 (cyanomethylenetriphenylphosphorane), O1CCCC1 (tetrahydrofuran). Reaction conditions: time 6 hour. Product: C(C)(=O)C1=NC(=CC=C1)\C=C\C#N (2-acetyl-6-[2-(E)-cyanovinyl]pyridine). As a reaction SMILES: [C:1]([C:4]1[N:9]=[C:8]([CH:10]=[O:11])[CH:7]=[CH:6][CH:5]=1)(=O)[CH3:2].[C:12](C=P(C1C=CC=CC=1)(C1C=CC=CC=1)C1C=CC=CC=1)#[N:13].O1CCC[CH2:35]1>>[C:10]([C:8]1[CH:7]=[CH:6][CH:5]=[C:4](/[CH:1]=[CH:2]/[C:12]#[N:13])[N:9]=1)(=[O:11])[CH3:35]. Reported procedure: A mixture of 6-acetyl-2-pyridinecarbaldehyde (0.5 g) and cyanomethylenetriphenylphosphorane (1.5 g) in tetrahydrofuran (5 ml) was stirred for 6 hours and the mixture was evaporated in vacuo. The residue was separated and purified by column chromatography on silica gel and eluted with a mixture of n-hexane and ethyl acetate (4:1, V/V). The eluted fast fractions containing the desired product were collected and evaporated in vacuo to give 2-acetyl-6-[2-(E)-cyanovinyl]pyridine (0.18 g). The reactants are [ 33 ], N1[C@H](C(=O)O)CCC1 (L-proline), CN1CCNCC1 (1-methylpiperazine). Yields the product CN1CCN(CC1)C(=O)C1NCCC1 (2-(4-methylpiperazin-1-ylcarbonyl)pyrrolidine). RXN SMILES: [NH:1]1[CH2:8][CH2:7][CH2:6][C@H:2]1[C:3]([OH:5])=O.[CH3:9][N:10]1[CH2:15][CH2:14][NH:13][CH2:12][CH2:11]1>>[CH3:9][N:10]1[CH2:15][CH2:14][N:13]([C:3]([CH:2]2[CH2:6][CH2:7][CH2:8][NH:1]2)=[O:5])[CH2:12][CH2:11]1. Procedure details: Using analogous procedures to those described in Note [33] immediately above, 1-tert-butoxycarbonyl)-L-proline was reacted with 1-methylpiperazine to give (2S)-1-tert-butoxycarbonyl)-2-(4-methylpiperazin-1-ylcarbonyl)pyrrolidine which was deprotected and reacted with 2-bromoethanol. There was thus obtained the required starting material; NMR Spectrum: (CDCl3) 1.7–2.05 (m, 4H), 2.1–2.25 (m, 1H), 2.32 (s, 3H), 2.35–2.5 (m, 4H), 2.6–2.7 (m, 1H), 2.8–2.9 (m, 1H), 3.3–3.7 (m, 8H), 4.15 (br s, 1H); Ma...